The task is: describe an organic reaction: reactants, conditions, products, and yield. This data is from the Open Reaction Database (ORD), a public repository of structured organic reaction records. The reactants are Cl.C(C)(C)NCC(=O)O (N-isopropylglycine hydrochloride), P(O)(O)O (phosphorous acid), Cl (HCl), C=O (formaldehyde). Run in O (H2O), C(C)O (ethyl alcohol). Run at temperature 108 celsius. The product is C(C)(C)N(CC(=O)O)CP(=O)(O)O (N-isopropyl-N-phosphonomethylglycine). The yield is 64.3%. Reaction SMILES: Cl.[CH:2]([NH:5][CH2:6][C:7]([OH:9])=[O:8])([CH3:4])[CH3:3].[P:10]([OH:13])([OH:12])[OH:11].Cl.[CH2:15]=O>O.C(O)C>[CH:2]([N:5]([CH2:15][P:10]([OH:13])([OH:12])=[O:11])[CH2:6][C:7]([OH:9])=[O:8])([CH3:4])[CH3:3] |f:0.1|. Reported procedure: To a 5 L 3-necked flask fitted with a mechanical stirrer, thermometer, addition funnel, and condenser was added 363 g (2.37 mol) of N-isopropylglycine hydrochloride, 205 g (2.50 mol) of phosphorous acid, and 1.7 L of 20% HCl solution. The mixture was heated to 108° C. giving a solution. From the addition funnel 231 g (2.84 mol) of 37% formaldehyde solution was added to the hot reaction mixture over 2 hours. The resulting yellow solution was refluxed for 8.5 hours. All volatiles were removed by v... Starting materials: C=1(C(=CC=CC1)C=O)C (Tolualdehyde), C(#N)CC(=O)O (cyanoacetic acid), C(C)(=O)O (acetic acid), C(C)(=O)[O-].[NH4+] (ammonium acetate). Solvent: C(C)O (ethyl alcohol), C(C)O (ethyl alcohol). The product is C(#N)C(C(=O)O)=CC1=CC=C(C=C1)C (2-cyano-3-(4-methylphenyl)acrylic acid). As a reaction SMILES: [C:1]1([CH3:9])[C:2](C=O)=[CH:3][CH:4]=[CH:5][CH:6]=1.[C:10]([CH2:12][C:13]([OH:15])=[O:14])#[N:11].[C:16](O)(=O)C.C([O-])(=O)C.[NH4+]>C(O)C>[C:10]([C:12](=[CH:9][C:1]1[CH:6]=[CH:5][C:4]([CH3:16])=[CH:3][CH:2]=1)[C:13]([OH:15])=[O:14])#[N:11] |f:3.4|. Reported procedure: Tolualdehyde (400 g), cyanoacetic acid (311 g), acetic acid (60 ml) and ammonium acetate (25.6 g) were refluxed for 4 hours by heating in ethyl alcohol (1.6 l). After the reaction, ethyl alcohol was concentrated to 600 ml under a reduced pressure, and it was poured in 1 liter of iced water to separate crystals. The separated crystals were filtered out by suction to obtain 2-cyano-3-(4-methylphenyl)acrylic acid which melted at 210°-215° C. in a yield of 560 g. This compound (320 g) and thionyl ch... Reactants: [Al+3], O=C(Br)CBr, [Cl-], [Cl-], [Cl-], Clc1cccc2sccc12, ClCCl. The product is O=C(CBr)c1cc2c(Cl)cccc2s1. As a reaction SMILES: [Al+3:7].[Br:1][CH2:2][C:3](=[O:4])[Br:5].[Cl-:6].[Cl-:8].[Cl-:9].[Cl:10][c:11]1[cH:12][cH:13][cH:14][c:15]2[s:16][cH:17][cH:18][c:19]12.[Cl:20][CH2:21][Cl:22]>>[Br:1][CH2:2][C:3](=[O:4])[c:17]1[s:16][c:15]2[cH:14][cH:13][cH:12][c:11]([Cl:10])[c:19]2[cH:18]1. Reactants: O=[N+]([O-])c1cc(C(F)(F)F)c(Br)cc1-n1ccnc1, CC#N, CCN(C(C)C)C(C)C, NCc1ccccc1. The product is O=[N+]([O-])c1cc(C(F)(F)F)c(NCc2ccccc2)cc1-n1ccnc1. RXN SMILES: [Br:1][c:2]1[c:3]([C:16]([F:17])([F:18])[F:19])[cH:4][c:5]([N+:13](=[O:14])[O-:15])[c:6](-[n:8]2[cH:9][n:10][cH:11][cH:12]2)[cH:7]1.[CH3:37][C:38]#[N:39].[CH:28]([N:29]([CH:30]([CH3:31])[CH3:32])[CH2:33][CH3:34])([CH3:35])[CH3:36].[NH2:20][CH2:21][c:22]1[cH:23][cH:24][cH:25][cH:26][cH:27]1>>[c:2]1([NH:20][CH2:21][c:22]2[cH:23][cH:24][cH:25][cH:26][cH:27]2)[c:3]([C:16]([F:17])([F:18])[F:19])[cH:4][c:5]([N+:13](=[O:14])[O-:15])[c:6](-[n:8]2[cH:9][n:10][cH:11][cH:12]2)[cH:7]1. Starting materials: Cl (HCl), ClC1=C(C=CC(=C1)OC)O (2-chloro-4-methoxyphenol), [Mg+2].[Cl-].[Cl-] (MgCl2), TEA, [Mg+2].[Cl-].[Cl-] (MgCl2), C=O (paraformaldehyde), C=O (Paraformaldehyde), C=O (paraformaldehyde). Run in C(C)#N (acetonitrile). Reaction conditions: time 8 hour. Yields the product ClC=1C(=C(C=O)C=C(C1)OC)O (3-chloro-2-hydroxy-5-methoxybenzaldehyde). The yield is 102.8%. Reaction SMILES: [Cl:1][C:2]1[CH:7]=[C:6]([O:8][CH3:9])[CH:5]=[CH:4][C:3]=1[OH:10].[Mg+2].[Cl-].[Cl-].[CH2:14]=[O:15].Cl>C(#N)C>[Cl:1][C:2]1[C:3]([OH:10])=[C:4]([CH:5]=[C:6]([O:8][CH3:9])[CH:7]=1)[CH:14]=[O:15] |f:1.2.3|. Reported procedure: To a solution of 2-chloro-4-methoxyphenol (25.0 g, 158 mmole) in anhydrous acetonitrile (625 mL) under a dry N2 atmosphere was added MgCl2 (22.5 g, 236 mmole) and TEA (82.3 mL, 591 mmole). The mixture warmed slightly as the MgCl2 was added. Paraformaldehyde (32.0 g, 1.06 mmiole) was then added, the mixture was refluxed for 4.5 h and allowed to stand at room temperature overnight. Additional paraformaldehyde (14.2 g, 474 mmole) was added and reflux was resumed. After 4 h, the mixture was cooled, ... Procedure details: (S)-Methyl 3-hydroxyhexadecanoate and benzyl bromide were reacted according to a similar manner to that of Preparation 1 to give (S)-benzyl 3-hydroxyhexadecanoate. RXN SMILES: [OH:1][C@@H:2]([CH2:8][CH2:9][CH2:10][CH2:11][CH2:12][CH2:13][CH2:14][CH2:15][CH2:16][CH2:17][CH2:18][CH2:19][CH3:20])[CH2:3][C:4]([O:6][CH3:7])=[O:5].C(Br)[C:22]1[CH:27]=[CH:26][CH:25]=[CH:24][CH:23]=1>>[OH:1][C@@H:2]([CH2:8][CH2:9][CH2:10][CH2:11][CH2:12][CH2:13][CH2:14][CH2:15][CH2:16][CH2:17][CH2:18][CH2:19][CH3:20])[CH2:3][C:4]([O:6][CH2:7][C:22]1[CH:27]=[CH:26][CH:25]=[CH:24][CH:23]=1)=[O:5]. The reactants are O[C@H](CC(=O)OC)CCCCCCCCCCCCC ((S)-Methyl 3-hydroxyhexadecanoate), C(C1=CC=CC=C1)Br (benzyl bromide). Product: O[C@H](CC(=O)OCC1=CC=CC=C1)CCCCCCCCCCCCC ((S)-benzyl 3-hydroxyhexadecanoate). Starting materials: Cc1ccc(B(O)O)cc1, Cc1cc(NS(=O)(=O)c2ccc(Br)cc2)on1, O. The product is Cc1ccc(-c2ccc(S(=O)(=O)Nc3cc(C)no3)cc2)cc1. RXN SMILES: [CH3:18][c:19]1[cH:20][cH:21][c:22]([B:25]([OH:26])[OH:27])[cH:23][cH:24]1.[CH3:1][c:2]1[n:3][o:4][c:5]([NH:7][S:8](=[O:9])(=[O:10])[c:11]2[cH:12][cH:13][c:14]([Br:17])[cH:15][cH:16]2)[cH:6]1.[OH2:28]>>[CH3:1][c:2]1[n:3][o:4][c:5]([NH:7][S:8](=[O:9])(=[O:10])[c:11]2[cH:12][cH:13][c:14](-[c:22]3[cH:21][cH:20][c:19]([CH3:18])[cH:24][cH:23]3)[cH:15][cH:16]2)[cH:6]1.